This data is from the Open Reaction Database (ORD), a public repository of structured organic reaction records. The task is: describe an organic reaction: reactants, conditions, products, and yield The solvent is CN(C=O)C (dimethylformamide). Procedure details: Prepared analogously to Example 10 from 4'-[[2-n-propyl-4-methyl-6-(N-benzenesulphonyl-methylamino)-benzimidazol-1-yl]-methyl]-2-cyano-biphenyl and sodium azide in dimethylformamide. Starting materials: C(CC)C1=NC2=C(N1CC1=CC=C(C=C1)C1=C(C=CC=C1)C#N)C=C(C=C2C)N(S(=O)(=O)C2=CC=CC=C2)C (4'-[[2-n-propyl-4-methyl-6-(N-benzenesulphonyl-methylamino)-benzimidazol-1-yl]-methyl]-2-cyano-biphenyl), [N-]=[N+]=[N-].[Na+] (sodium azide). RXN SMILES: [CH2:1]([C:4]1[N:8]([CH2:9][C:10]2[CH:15]=[CH:14][C:13]([C:16]3[CH:21]=[CH:20][CH:19]=[CH:18][C:17]=3[C:22]#[N:23])=[CH:12][CH:11]=2)[C:7]2[CH:24]=[C:25]([N:29]([CH3:39])[S:30]([C:33]3[CH:38]=[CH:37][CH:36]=[CH:35][CH:34]=3)(=[O:32])=[O:31])[CH:26]=[C:27]([CH3:28])[C:6]=2[N:5]=1)[CH2:2][CH3:3].[N-:40]=[N+:41]=[N-:42].[Na+]>CN(C)C=O>[CH2:1]([C:4]1[N:8]([CH2:9][C:10]2[CH:11]=[CH:12][C:13]([C:16]3[CH:21]=[CH:20][CH:19]=[CH:18][C:17]=3[C:22]3[NH:42][N:41]=[N:40][N:23]=3)=[CH:14][CH:15]=2)[C:7]2[CH:24]=[C:25]([N:29]([CH3:39])[S:30]([C:33]3[CH:34]=[CH:35][CH:36]=[CH:37][CH:38]=3)(=[O:32])=[O:31])[CH:26]=[C:27]([CH3:28])[C:6]=2[N:5]=1)[CH2:2][CH3:3] |f:1.2|. Product: C(CC)C1=NC2=C(N1CC1=CC=C(C=C1)C1=C(C=CC=C1)C1=NN=NN1)C=C(C=C2C)N(S(=O)(=O)C2=CC=CC=C2)C (4'-[[2-n-propyl-4-methyl-6-(N-benzenesulphonyl-methylamino)-benzimidazol-1-yl]-methyl]-2-(1H-tetrazol-5-yl)-biphenyl). Starting materials: CCc1c(CCNC(=O)CCCCC(=O)OC)ccc(OC)c1OC, CCO, [Na+], [OH-], O. Yields the product CCc1c(CCNC(=O)CCCCC(=O)O)ccc(OC)c1OC. As a reaction SMILES: [CH2:1]([CH3:2])[c:3]1[c:4]([CH2:13][CH2:14][NH:15][C:16]([CH2:17][CH2:18][CH2:19][CH2:20][C:21](=[O:22])[O:23][CH3:24])=[O:25])[cH:5][cH:6][c:7]([O:11][CH3:12])[c:8]1[O:9][CH3:10].[CH3:28][CH2:29][OH:30].[Na+:27].[OH-:26].[OH2:31]>>[CH2:1]([CH3:2])[c:3]1[c:4]([CH2:13][CH2:14][NH:15][C:16]([CH2:17][CH2:18][CH2:19][CH2:20][C:21](=[O:22])[OH:23])=[O:25])[cH:5][cH:6][c:7]([O:11][CH3:12])[c:8]1[O:9][CH3:10]. Starting materials: [Cl-].[Al+3].[Cl-].[Cl-] (aluminium chloride), Cl (hydrochloric acid), C1=CC=CC=2OC3=CC=CC=C3SC12 (Phenoxathiin), C(C)(=O)Cl (acetyl chloride). Run in C(=S)=S (carbon disulphide), O (water). Reaction conditions: time 2 hour. Yields the product C(C)(=O)C1=CC=2SC3=CC=CC=C3OC2C=C1 (2-Acetylphenoxathiin). Reaction SMILES: [CH:1]1[C:14]2[S:13][C:12]3[C:7](=[CH:8][CH:9]=[CH:10][CH:11]=3)[O:6][C:5]=2[CH:4]=[CH:3][CH:2]=1.[C:15](Cl)(=[O:17])[CH3:16].[Cl-].[Al+3].[Cl-].[Cl-].Cl>C(=S)=S.O>[C:15]([C:10]1[CH:9]=[CH:8][C:7]2[O:6][C:5]3[C:14](=[CH:1][CH:2]=[CH:3][CH:4]=3)[S:13][C:12]=2[CH:11]=1)(=[O:17])[CH3:16] |f:2.3.4.5|. Procedure: Phenoxathiin (22.9 g) and acetyl chloride (8.8 ml) were dissolved in carbon disulphide (120 ml) and mechanically stirred while aluminium chloride (15.5 g) was added in small portions. The red mixture was stirred for 2 hr. at room temperature, then boiled under reflux on the water bath for a further 21/4 hours. The mixture was cooled and poured on to a mixture of ice and hydrochloric acid, and the precipitated product filtered off, washed with water, and recrystallised once from ethanol and twice... Reactants: ClCCl, COCOc1c(C)c(C=CC=CCO)c(OCOC)c(OC)c1OC. Product: COCOc1c(C)c(C=CC=CC=O)c(OCOC)c(OC)c1OC. Reaction SMILES: [CH2:26]([Cl:27])[Cl:28].[CH3:1][O:2][c:3]1[c:4]([O:22][CH2:23][O:24][CH3:25])[c:5]([CH:16]=[CH:17][CH:18]=[CH:19][CH2:20][OH:21])[c:6]([CH3:15])[c:7]([O:11][CH2:12][O:13][CH3:14])[c:8]1[O:9][CH3:10]>>[CH3:1][O:2][c:3]1[c:4]([O:22][CH2:23][O:24][CH3:25])[c:5]([CH:16]=[CH:17][CH:18]=[CH:19][CH:20]=[O:21])[c:6]([CH3:15])[c:7]([O:11][CH2:12][O:13][CH3:14])[c:8]1[O:9][CH3:10]. Reactants: N1CCCCC1 (piperidine), C(C)(=O)O (acetic acid), ClC=1C=C(C=O)C=CC1C(F)(F)F (3-chloro-4-trifluoromethylbenzaldehyde), C(CC(=O)C)(=O)OC (methyl acetoacetate). The solvent is C(Cl)Cl (methylene chloride), O (water). Product: C(C)(=O)C(C(=O)OC)=CC1=CC(=C(C=C1)C(F)(F)F)Cl (Methyl 2-acetyl-3-(3-chloro-4-trifluoromethylphenyl)acrylate). Reaction SMILES: [Cl:1][C:2]1[CH:3]=[C:4]([CH:7]=[CH:8][C:9]=1[C:10]([F:13])([F:12])[F:11])[CH:5]=O.[C:14]([O:20][CH3:21])(=[O:19])[CH2:15][C:16]([CH3:18])=[O:17].N1CCCCC1.C(O)(=O)C>C(Cl)Cl.O>[C:16]([C:15](=[CH:5][C:4]1[CH:7]=[CH:8][C:9]([C:10]([F:13])([F:12])[F:11])=[C:2]([Cl:1])[CH:3]=1)[C:14]([O:20][CH3:21])=[O:19])(=[O:17])[CH3:18]. Procedure: 32.3 g (155 mol) of 3-chloro-4-trifluoromethylbenzaldehyde and 18.0 g (155 mmol) of methyl acetoacetate are dissolved in 200 ml of methylene chloride, and 1.2 ml of piperidine and 1 ml of glacial acetic acid are added. The mixture is heated for 5 hours, using a water separator. It is then washed with water, dried over MgSO4 and concentrated. The product is recrystallized twice from methanol. 25.6 g (54% of theory) of the title compound are obtained.